Dataset: the Open Reaction Database (ORD), a public repository of structured organic reaction records. Task: describe an organic reaction: reactants, conditions, products, and yield RXN SMILES: [CH2:1]([C:3]1[C:8]([C:9](=[O:12])[CH2:10][CH3:11])=[CH:7][N:6]=[CH:5][N:4]=1)[CH3:2].[Br:13]N1C(=O)CCC1=O>C(Cl)(Cl)(Cl)Cl>[Br:13][CH:10]([CH3:11])[C:9]([C:8]1[C:3]([CH2:1][CH3:2])=[N:4][CH:5]=[N:6][CH:7]=1)=[O:12]. Starting materials: BrN1C(CCC1=O)=O (N-bromosuccinimide), azoisobutyronitrile, C(C)C1=NC=NC=C1C(CC)=O (1-(4-ethylpyrimidin-5-yl)propan-1-one). Procedure: 49.2 g (0.30 mol) of 1-(4-ethylpyrimidin-5-yl)propan-1-one was dissolved in 500 ml of carbon tetrachloride, and 53 g (0.30 mol) of N-bromosuccinimide and 0.3 g of azoisobutyronitrile were added, followed by refluxing for 2 hours. After cooling, crystals were removed by filtration, and the filtrate was concentrated and the obtained oily product was purified by column chromatography (ethyl acetate:n-hexane=1:4 to 1:2) to obtain 64.3 g (yield: 89%) of 2-bromo-1-(4-ethylpyrimidin-5-yl)-propan-1-one ... The product is BrC(C(=O)C=1C(=NC=NC1)CC)C (2-bromo-1-(4-ethylpyrimidin-5-yl)-propan-1-one). Isolated yield 88.2%. Solvent: C(Cl)(Cl)(Cl)Cl (carbon tetrachloride). Reactants: CO, COC(=O)c1c(Nc2ccc(I)cc2F)cncc1-c1ccccc1Cl, [Na+], [OH-]. Yields the product O=C(O)c1c(Nc2ccc(I)cc2F)cncc1-c1ccccc1Cl. RXN SMILES: [CH3:29][OH:30].[CH3:3][O:4][C:5]([c:6]1[c:7](-[c:21]2[c:22]([Cl:27])[cH:23][cH:24][cH:25][cH:26]2)[cH:8][n:9][cH:10][c:11]1[NH:12][c:13]1[c:14]([F:20])[cH:15][c:16]([I:19])[cH:17][cH:18]1)=[O:28].[Na+:2].[OH-:1]>>[O:4]=[C:5]([c:6]1[c:7](-[c:21]2[c:22]([Cl:27])[cH:23][cH:24][cH:25][cH:26]2)[cH:8][n:9][cH:10][c:11]1[NH:12][c:13]1[c:14]([F:20])[cH:15][c:16]([I:19])[cH:17][cH:18]1)[OH:28]. Starting materials: [H-].[Na+] (sodium hydride), COC1=NC2=CC=CC=C2C=C1NC(=O)N1CCN(CC1)C1=CC(=CC(=C1)OC)OC (1-[(2-Methoxyquinolin-3-yl)aminocarbonyl]-4-(3,5-dimethoxyphenyl)piperazine), ICC (Iodoethane). Solvent: CN(C=O)C (dimethylformamide). Conditions: time 15 minute. Yields the product C(C)N(C(=O)N1CCN(CC1)C1=CC(=CC(=C1)OC)OC)C=1C(=NC2=CC=CC=C2C1)OC (1-[N-Ethyl-N-(2-methoxyquinolin-3-yl)aminocarbonyl]-4-(3,5-dimethoxyphenyl)piperazine). The yield is 91.0%. Reaction SMILES: [CH3:1][O:2][C:3]1[C:12]([NH:13][C:14]([N:16]2[CH2:21][CH2:20][N:19]([C:22]3[CH:27]=[C:26]([O:28][CH3:29])[CH:25]=[C:24]([O:30][CH3:31])[CH:23]=3)[CH2:18][CH2:17]2)=[O:15])=[CH:11][C:10]2[C:5](=[CH:6][CH:7]=[CH:8][CH:9]=2)[N:4]=1.[H-].[Na+].I[CH2:35][CH3:36]>CN(C)C=O>[CH2:35]([N:13]([C:12]1[C:3]([O:2][CH3:1])=[N:4][C:5]2[C:10]([CH:11]=1)=[CH:9][CH:8]=[CH:7][CH:6]=2)[C:14]([N:16]1[CH2:21][CH2:20][N:19]([C:22]2[CH:27]=[C:26]([O:28][CH3:29])[CH:25]=[C:24]([O:30][CH3:31])[CH:23]=2)[CH2:18][CH2:17]1)=[O:15])[CH3:36] |f:1.2|. Procedure: 1-[(2-Methoxyquinolin-3-yl)aminocarbonyl]-4-(3,5-dimethoxyphenyl)piperazine(106 mg, 0.25 mmol) was dissolved in dimethylformamide(15 ml) and was sodium hydride(6.0 mg, 0.25 mmol) was added and the solution was stirred at room temperature for 15 min. Iodoethane(35 mg, 0.25 mmol) was added to the above solution. The mixture was stirred at room temperature for 16 hours and concentrated under the reduced pressure to remove dimethylformamide. The concentrate was purified by column chromatography(ethy... Reactants: CO, O=C(O)Cc1ccc(F)cc1I, O=S(=O)(O)O. Yields the product COC(=O)Cc1ccc(F)cc1I. Reaction SMILES: [CH3:18][OH:19].[F:1][c:2]1[cH:3][c:4]([I:12])[c:5]([CH2:8][C:9](=[O:10])[OH:11])[cH:6][cH:7]1.[S:13](=[O:14])(=[O:15])([OH:16])[OH:17]>>[F:1][c:2]1[cH:3][c:4]([I:12])[c:5]([CH2:8][C:9](=[O:10])[O:11][CH3:18])[cH:6][cH:7]1. Reported procedure: The 4.40 g of unpurified 3-(2-tert-butoxycarbonylhydrazino)benzoic acid was dissolved in 80 ml of dichloromethane. To this mixture, 1.78 g of cyclopropylmethylamine and 3.45 g of 3-(3-dimethylaminopropyl)-1-ethylcarbodiimide hydrochloric acid salt were added and the resulting mixture was heated to reflux for 2 hours. After leaving the reaction mixture to cool to room temperature, the mixture was sequentially washed with 50 ml of water, 50 ml of 1N hydrochloric acid and then 50 ml of aqueous satu... Run in ClCCl (dichloromethane). RXN SMILES: [C:1]([O:5][C:6]([NH:8][NH:9][C:10]1[CH:11]=[C:12]([CH:16]=[CH:17][CH:18]=1)[C:13]([OH:15])=O)=[O:7])([CH3:4])([CH3:3])[CH3:2].[CH:19]1([CH2:22][NH2:23])[CH2:21][CH2:20]1.Cl.CN(C)CCCN=C=NCC>ClCCl>[C:1]([O:5][C:6]([NH:8][NH:9][C:10]1[CH:18]=[CH:17][CH:16]=[C:12]([C:13](=[O:15])[NH:23][CH2:22][CH:19]2[CH2:21][CH2:20]2)[CH:11]=1)=[O:7])([CH3:2])([CH3:3])[CH3:4] |f:2.3|. The reactants are C1(CC1)CN (cyclopropylmethylamine), Cl.CN(CCCN=C=NCC)C (3-(3-dimethylaminopropyl)-1-ethylcarbodiimide hydrochloric acid salt), C(C)(C)(C)OC(=O)NNC=1C=C(C(=O)O)C=CC1 (3-(2-tert-butoxycarbonylhydrazino)benzoic acid). Isolated yield 64.2%. Product: C(C)(C)(C)OC(=O)NNC1=CC(=CC=C1)C(NCC1CC1)=O (1-tert-butoxycarbonyl-2-[3-(N-cyclopropylmethylcarbamoyl)phenyl]hydrazine). Starting materials: C1(=CC=CC=C1)C (toluene), BrC1=CC2=C(OC(C(N2C2CCN(CC2)C(=O)OC(C)(C)C)=O)(C)C)N=C1 (tert-butyl 4-(7-bromo-3,3-dimethyl-2-oxo-2,3-dihydro-1H-pyrido[2,3-b][1,4]oxazin-1-yl)piperidine-1-carboxylate), CC=1C=NC2=C3N=CC(=C(C3=CC=C2C1C)C)C (3,4,7,8-tetramethyl-1,10-phenanthroline), C([O-])([O-])=O.[Cs+].[Cs+] (cesium carbonate). Reagents/catalysts: [Cu](I)I (copper iodide). The solvent is CO (methanol), O (water). Run at temperature 80 celsius, time 21 hour. Product: COC1=CC2=C(OC(C(N2C2CCN(CC2)C(=O)OC(C)(C)C)=O)(C)C)N=C1 (tert-butyl 4-(7-methoxy-3,3-dimethyl-2-oxo-2,3-dihydro-1H-pyrido[2,3-b][1,4]oxazin-1-yl)piperidine-1-carboxylate). Isolated yield 24.9%. Reaction SMILES: C1(C)C=CC=CC=1.Br[C:9]1[CH:34]=[N:33][C:12]2[O:13][C:14]([CH3:32])([CH3:31])[C:15](=[O:30])[N:16]([CH:17]3[CH2:22][CH2:21][N:20]([C:23]([O:25][C:26]([CH3:29])([CH3:28])[CH3:27])=[O:24])[CH2:19][CH2:18]3)[C:11]=2[CH:10]=1.CC1C=NC2C(C=1C)=CC=C1C=2N=CC(C)=C1C.[C:53](=O)([O-])[O-:54].[Cs+].[Cs+]>[Cu](I)I.O.CO>[CH3:53][O:54][C:9]1[CH:34]=[N:33][C:12]2[O:13][C:14]([CH3:32])([CH3:31])[C:15](=[O:30])[N:16]([CH:17]3[CH2:22][CH2:21][N:20]([C:23]([O:25][C:26]([CH3:29])([CH3:28])[CH3:27])=[O:24])[CH2:19][CH2:18]3)[C:11]=2[CH:10]=1 |f:3.4.5|. Procedure: To a toluene suspension (5.6 ml) of tert-butyl 4-(7-bromo-3,3-dimethyl-2-oxo-2,3-dihydro-1H-pyrido[2,3-b][1,4]oxazin-1-yl)piperidine-1-carboxylate (Example 52-1) (1.11 g), copper iodide (24.0 mg), 3,4,7,8-tetramethyl-1,10-phenanthroline (59.6 mg) and cesium carbonate (1.23 g) was added methanol (0.204 ml), followed by stirring at 80° C. for 21 hours. After the reaction solution was brought back to room temperature, water was added, and extracted with ethyl acetate. The organic layer was dried ov... Reactants: COC=1C=C(C(=O)O)C=CC1OC (3,4-dimethoxybenzoic acid), N,N'-carbonyldiimidazole, NC1=NC2=NC(=CC=C2C=C1)Cl (2-amino-7-chloro-1,8-naphthyridine). Yields the product ClC1=CC=C2C=CC(=NC2=N1)NC(C1=CC(=C(C=C1)OC)OC)=O (N-(7-Chloro-1,8-naphthyridin-2-yl)-3,4-dimethoxybenzamide). Isolated yield 49.9%. As a reaction SMILES: [CH3:1][O:2][C:3]1[CH:4]=[C:5]([CH:9]=[CH:10][C:11]=1[O:12][CH3:13])[C:6]([OH:8])=O.[NH2:14][C:15]1[CH:24]=[CH:23][C:22]2[C:17](=[N:18][C:19]([Cl:25])=[CH:20][CH:21]=2)[N:16]=1>>[Cl:25][C:19]1[N:18]=[C:17]2[C:22]([CH:23]=[CH:24][C:15]([NH:14][C:6](=[O:8])[C:5]3[CH:9]=[CH:10][C:11]([O:12][CH3:13])=[C:3]([O:2][CH3:1])[CH:4]=3)=[N:16]2)=[CH:21][CH:20]=1. Reported procedure: The procedure is similar to that described in Example 2, but starting with 3,4-dimethoxybenzoic acid (14.6 g), N,N'-carbonyldiimidazole (12.9 g) and 2-amino-7-chloro-1,8-naphthyridine (8.9 g), and heating for 17 hours under reflux. The product obtained, after precipitation of the reaction mixture in water (1000 cc) and drying, is purified by recrystallization in acetonitrile (250 cc). N-(7-Chloro-1,8-naphthyridin-2-yl)-3,4-dimethoxybenzamide (8.5 g), m.p. 196° C., is thereby obtained. Starting materials: 6.3, Cl (HCl), FC=1C=C(C=C(C1)F)C1=NN(C(C=C1)=O)CC=1C=C(C=CC1)C1=NC=CC(=N1)N1CCN(CC1)C(=O)OC(C)(C)C (tert-butyl 4-(2-{3-[3-(3,5-difluorophenyl)-6-oxo-6H-pyridazin-1-ylmethyl]phenyl}pyrimidin-4-yl)piperazine-1-carboxylate). Run in O1CCOCC1 (dioxane), O1CCOCC1 (dioxane). Conditions: time 18 hour. Product: FC=1C=C(C=C(C1)F)C=1C=CC(N(N1)CC1=CC(=CC=C1)C1=NC=CC(=N1)N1CCNCC1)=O (6-(3,5-difluorophenyl)-2-[3-(4-piperazin-1-ylpyrimidin-2-yl)benzyl]-2H-pyridazin-3-one). RXN SMILES: Cl.[F:2][C:3]1[CH:4]=[C:5]([C:10]2[CH:15]=[CH:14][C:13](=[O:16])[N:12]([CH2:17][C:18]3[CH:19]=[C:20]([C:24]4[N:29]=[C:28]([N:30]5[CH2:35][CH2:34][N:33](C(OC(C)(C)C)=O)[CH2:32][CH2:31]5)[CH:27]=[CH:26][N:25]=4)[CH:21]=[CH:22][CH:23]=3)[N:11]=2)[CH:6]=[C:7]([F:9])[CH:8]=1>O1CCOCC1>[F:9][C:7]1[CH:6]=[C:5]([C:10]2[CH:15]=[CH:14][C:13](=[O:16])[N:12]([CH2:17][C:18]3[CH:23]=[CH:22][CH:21]=[C:20]([C:24]4[N:29]=[C:28]([N:30]5[CH2:35][CH2:34][NH:33][CH2:32][CH2:31]5)[CH:27]=[CH:26][N:25]=4)[CH:19]=3)[N:11]=2)[CH:4]=[C:3]([F:2])[CH:8]=1. Procedure details: 6.3 1.3 ml of 4 N HCl in dioxane are added to a solution of 81 mg (0.14 mmol) of tert-butyl 4-(2-{3-[3-(3,5-difluorophenyl)-6-oxo-6H-pyridazin-1-ylmethyl]phenyl}pyrimidin-4-yl)piperazine-1-carboxylate in 1 ml of dioxane, and the mixture is left at room temperature for 18 hours. The reaction mixture is partitioned between water and ethyl acetate. The aqueous phase is adjusted to a pH of 14 using 1 N NaOH and extracted with ethyl acetate. The organic phase is dried over sodium sulfate and evaporat...